The task is: describe an organic reaction: reactants, conditions, products, and yield. This data is from the Open Reaction Database (ORD), a public repository of structured organic reaction records. The reactants are O=C([O-])[O-], CI, CN(C)C=O, COC(=O)COc1ccccc1Oc1cc(-n2c(=O)cc(C(F)(F)F)[nH]c2=O)c(F)cc1Cl, Cl, [K+], [K+]. The product is COC(=O)COc1ccccc1Oc1cc(-n2c(=O)cc(C(F)(F)F)n(C)c2=O)c(F)cc1Cl. Reaction SMILES: [C:34](=[O:35])([O-:36])[O-:37].[CH3:40][I:41].[CH3:43][N:44]([CH3:45])[CH:46]=[O:47].[Cl:1][c:2]1[c:3]([O:4][c:5]2[c:6]([O:7][CH2:8][C:9](=[O:10])[O:11][CH3:12])[cH:13][cH:14][cH:15][cH:16]2)[cH:17][c:18](-[n:22]2[c:23](=[O:33])[nH:24][c:25]([C:29]([F:30])([F:31])[F:32])[cH:26][c:27]2=[O:28])[c:19]([F:21])[cH:20]1.[ClH:42].[K+:38].[K+:39]>>[Cl:1][c:2]1[c:3]([O:4][c:5]2[c:6]([O:7][CH2:8][C:9](=[O:10])[O:11][CH3:12])[cH:13][cH:14][cH:15][cH:16]2)[cH:17][c:18](-[n:22]2[c:23](=[O:33])[n:24]([CH3:34])[c:25]([C:29]([F:30])([F:31])[F:32])[cH:26][c:27]2=[O:28])[c:19]([F:21])[cH:20]1.